describe an organic reaction: reactants, conditions, products, and yield From a dataset of the Open Reaction Database (ORD), a public repository of structured organic reaction records. The reactants are ClC=1C=C(C(=NC1)F)F (5-chloro-2,3-difluoropyridine), CC1=NOC(=C1)[Sn](CCCC)(CCCC)CCCC (3-methyl-5-(tributylstannyl)isoxazole), CC(C)C1=CC(=C(C(=C1)C(C)C)C2=C(C=CC=C2)P(C3CCCCC3)C4CCCCC4)C(C)C (XPhos), O1CCOCC1 (1,4-dioxane). Conditions: temperature 100 celsius. Product: FC1=NC=C(C=C1F)C1=CC(=NO1)C (2,3-difluoro-5-(3-methylisoxazol-5-yl)pyridine). The yield is 55.4%. Reaction SMILES: Cl[C:2]1[CH:3]=[C:4]([F:9])[C:5]([F:8])=[N:6][CH:7]=1.[CH3:10][C:11]1[CH:15]=[C:14]([Sn](CCCC)(CCCC)CCCC)[O:13][N:12]=1.CC(C1C=C(C(C)C)C(C2C=CC=CC=2P(C2CCCCC2)C2CCCCC2)=C(C(C)C)C=1)C.O1CCOCC1>>[F:8][C:5]1[C:4]([F:9])=[CH:3][C:2]([C:14]2[O:13][N:12]=[C:11]([CH3:10])[CH:15]=2)=[CH:7][N:6]=1. Procedure details: A 330 mL pressure vessel was charged with 5-chloro-2,3-difluoropyridine (5.00 g, 33.4 mmol), 3-methyl-5-(tributylstannyl)isoxazole (14.9 g, 40.1 mmol), XPhos (2.23 g, 4.68 mmol), PdOAc2 (0.526 g, 2.34 mmol), and 1,4-dioxane (167 ml, 33.4 mmol), flushed with argon, sealed, then heated at 100° C. for 16 hours. The mixture was concentrated; the black oil was absorbed onto silica gel and purified by MPLC, eluting with 20% EtOAc in hexanes isocratic to yield an orange solid; this was triturated with ... The reactants are CS(=O)c1nc(N)nc(-c2cccs2)c1C#N, C1COCCO1, NCCNc1ccccc1. Yields the product N#Cc1c(NCCNc2ccccc2)nc(N)nc1-c1cccs1. Reaction SMILES: [NH2:1][c:2]1[n:3][c:4](-[c:13]2[s:14][cH:15][cH:16][cH:17]2)[c:5]([C:11]#[N:12])[c:6]([S:8]([CH3:9])=[O:10])[n:7]1.[O:28]1[CH2:29][CH2:30][O:31][CH2:32][CH2:33]1.[c:18]1([NH:24][CH2:25][CH2:26][NH2:27])[cH:19][cH:20][cH:21][cH:22][cH:23]1>>[NH2:1][c:2]1[n:3][c:4](-[c:13]2[s:14][cH:15][cH:16][cH:17]2)[c:5]([C:11]#[N:12])[c:6]([NH:27][CH2:26][CH2:25][NH:24][c:18]2[cH:19][cH:20][cH:21][cH:22][cH:23]2)[n:7]1. Starting materials: C1(=CC=CC=C1)C#C (phenylacetylene), C1(=CC=CC=C1)C1=CC(=C(C=C1)O)I (4-phenyl-2-iodophenol). Product: C1(=CC=CC=C1)C1=CC2=C(O1)C=CC(=C2)C2=CC=CC=C2 (2,5-Diphenyl-benzo[b]furan). As a reaction SMILES: [C:1]1([C:7]#[CH:8])[CH:6]=[CH:5][CH:4]=[CH:3][CH:2]=1.[C:9]1([C:15]2[CH:20]=[CH:19][C:18]([OH:21])=[C:17](I)[CH:16]=2)[CH:14]=[CH:13][CH:12]=[CH:11][CH:10]=1>>[C:1]1([C:7]2[O:21][C:18]3[CH:19]=[CH:20][C:15]([C:9]4[CH:14]=[CH:13][CH:12]=[CH:11][CH:10]=4)=[CH:16][C:17]=3[CH:8]=2)[CH:6]=[CH:5][CH:4]=[CH:3][CH:2]=1. Procedure: The general procedure was used to convert phenylacetylene and 4-phenyl-2-iodophenol to the title product. Purification by flash chromatography (10% CH2Cl2 in hexanes as the eluent) gave the analytically pure product as a white solid (427 mg, 79% yield). 1H NMR (300 MHz, CDCl3) δ 7.88 (d, J=7.53, 2H), 7.78-7.75 (m, 1H), 7.67-7.33 (m, 10H), 7.07 (s, 1H). 13C NMR (75 MHz, CDCl3) δ 156.56, 154.49, 141.63, 136.61, 130.37, 129.74, 128.79, 128.73, 128.62, 127.41, 126.86, 124.93, 123.98, 119.36, 111.25,...